This data is from the Open Reaction Database (ORD), a public repository of structured organic reaction records. The task is: describe an organic reaction: reactants, conditions, products, and yield Reactants: ClC1=NC(=C(C(=N1)Cl)C=O)Cl (2,4,6-trichloro-pyrimidine-5-carbaldehyde), S(=O)(=O)(Cl)Cl (sulfuryl chloride). The product is ClC1=NC(=C(C(=N1)Cl)C(=O)Cl)Cl (2,4,6-trichloropyrimidine-5-carboxylic acid chloride). Reaction SMILES: [Cl:1][C:2]1[N:7]=[C:6]([Cl:8])[C:5]([CH:9]=[O:10])=[C:4]([Cl:11])[N:3]=1.S(Cl)([Cl:15])(=O)=O>>[Cl:1][C:2]1[N:3]=[C:4]([Cl:11])[C:5]([C:9]([Cl:15])=[O:10])=[C:6]([Cl:8])[N:7]=1. Procedure details: In a first step, 2,4,6-trichloro-pyrimidine-5-carbaldehyde (I) is reacted with sulfuryl chloride to form 2,4,6-trichloropyrimidine-5-carboxylic acid chloride (II). The acyl chloride (II) is reacted, by a Friedel-Crafts-reaction, with an appropriately substituted benzene to form a 2,4,6-trichloro-pyrimidine-5-yl-aryl-ketone (III). Compound III is reacted with an aromatic amine in the presence of a tertiary amine to form a 2,4-dichloro-5-aroyl-6-arylamino-pyrimidine (IV). Starting materials: [Al+3], [H-], [H-], [H-], [H-], [Li+], NC(=O)C(N)Cc1ccccc1, C1CCOC1. The product is NCC(N)Cc1ccccc1. As a reaction SMILES: [Al+3:14].[H-:13].[H-:16].[H-:17].[H-:18].[Li+:15].[NH2:1][CH:2]([C:3](=[O:4])[NH2:5])[CH2:6][c:7]1[cH:8][cH:9][cH:10][cH:11][cH:12]1.[O:19]1[CH2:20][CH2:21][CH2:22][CH2:23]1>>[NH2:1][CH:2]([CH2:3][NH2:5])[CH2:6][c:7]1[cH:8][cH:9][cH:10][cH:11][cH:12]1. The reactants are C(C)[C@@H]1CC[C@H](CC1)NC(=O)[C@H]1[C@@H](C1)COS(=O)(=O)C (methane sulfonic acid 2-(trans-4-ethyl-cyclohexylcarbamoyl)-trans-cyclopropylmethyl ester), Cl.ClC=1C=C(C=CC1)N1CCNCC1 (1-(3-chloro-phenyl)-piperazine hydrochloride), 2-(trans-4-methyl-cyclohexylcarbamoyl)-trans-cyclopropylmethyl ester, Cl.ClC=1C=C(C=CC1Cl)N1CCNCC1 (4-(3,4-dichlorophenyl)-piperazine hydrochloride). Product: C(C)[C@@H]1CC[C@H](CC1)NC(=O)[C@H]1[C@@H](C1)CN1CCN(CC1)C1=CC(=C(C=C1)Cl)Cl (trans-2-[4-(3,4-Dichlorophenyl)-piperazin-1-ylmethyl]cyclopropanecarboxylic acid trans-(4-ethylcyclohexyl)-amide). RXN SMILES: [CH2:1]([C@H:3]1[CH2:8][CH2:7][C@H:6]([NH:9][C:10]([C@@H:12]2[CH2:14][C@H:13]2[CH2:15]OS(C)(=O)=O)=[O:11])[CH2:5][CH2:4]1)[CH3:2].Cl.[Cl:22][C:23]1[CH:24]=[C:25]([N:30]2[CH2:35][CH2:34][NH:33][CH2:32][CH2:31]2)[CH:26]=[CH:27][C:28]=1[Cl:29].Cl.ClC1C=C(N2CCNCC2)C=CC=1>>[CH2:1]([C@H:3]1[CH2:8][CH2:7][C@H:6]([NH:9][C:10]([C@@H:12]2[CH2:14][C@H:13]2[CH2:15][N:33]2[CH2:32][CH2:31][N:30]([C:25]3[CH:26]=[CH:27][C:28]([Cl:29])=[C:23]([Cl:22])[CH:24]=3)[CH2:35][CH2:34]2)=[O:11])[CH2:5][CH2:4]1)[CH3:2] |f:1.2,3.4|. Procedure: Follow the procedure of Example 11e, and substitute methane sulfonic acid 2-(trans-4-ethyl-cyclohexylcarbamoyl)-trans-cyclopropylmethyl ester (Example 13d) for 2-(trans-4-methyl-cyclohexylcarbamoyl)-trans-cyclopropylmethyl ester and 4-(3,4-dichlorophenyl)-piperazine hydrochloride for 1-(3-chloro-phenyl)-piperazine hydrochloride therein to obtain the title compound LC/MS, m/z=438 (M+H)+. Starting materials: C(NN)(=O)OCC (Ethyl carbazate), O.C1(=CC=C(C=C1)S(=O)(=O)O)C (p-toluenesulfonic acid monohydrate), ClC1=CC(=C(C=C1)C(C)=O)C (1-(4-chloro-2-methylphenyl)ethanone). The solvent is C1(=CC=CC=C1)C (toluene). Yields the product ClC1=CC(=C(C=C1)\C(\C)=N\NC(=O)OCC)C (Ethyl (2E)-2-[1-(4-chloro-2-methylphenyl)ethylidene]hydrazine carboxylate). Reaction SMILES: [C:1]([O:5][CH2:6][CH3:7])(=[O:4])[NH:2][NH2:3].O.C1(C)C=CC(S(O)(=O)=O)=CC=1.[Cl:20][C:21]1[CH:26]=[CH:25][C:24]([C:27](=O)[CH3:28])=[C:23]([CH3:30])[CH:22]=1>C1(C)C=CC=CC=1>[Cl:20][C:21]1[CH:26]=[CH:25][C:24](/[C:27](=[N:3]/[NH:2][C:1]([O:5][CH2:6][CH3:7])=[O:4])/[CH3:28])=[C:23]([CH3:30])[CH:22]=1 |f:1.2|. Procedure: Ethyl carbazate (2.970 g, 28.53 mmol) and p-toluenesulfonic acid monohydrate (4.456 g, 28.53 mmol) were added to a stirred solution of 1-(4-chloro-2-methylphenyl)ethanone (4.81 g, 28.53 mmol) in toluene (50 mL). The mixture was heated to relux in a Dean-Stark apparatus. After 2 h the solution was evaporated and the viscous red-orange oil was purified by flash chromatography on silica (eluting with an EtOAc/hexanes gradient, 5–40% EtOAc). Ethyl (2E)-2-[1-(4-chloro-2-methylphenyl)ethylidene]hydraz...